Dataset: the Open Reaction Database (ORD), a public repository of structured organic reaction records. Task: describe an organic reaction: reactants, conditions, products, and yield Reactants: C, CC(C)(C)OC(=O)NC1(C2CN(Cc3ccccc3)CC2CO)CC1, CO, [Pd]. Product: CC(C)(C)OC(=O)NC1(C2CNCC2CO)CC1. Reaction SMILES: [C:28].[CH2:1]([c:2]1[cH:3][cH:4][cH:5][cH:6][cH:7]1)[N:8]1[CH2:9][CH:10]([CH2:24][OH:25])[CH:11]([C:13]2([NH:16][C:17](=[O:18])[O:19][C:20]([CH3:21])([CH3:22])[CH3:23])[CH2:14][CH2:15]2)[CH2:12]1.[CH3:26][OH:27].[Pd:29]>>[NH:8]1[CH2:9][CH:10]([CH2:24][OH:25])[CH:11]([C:13]2([NH:16][C:17](=[O:18])[O:19][C:20]([CH3:21])([CH3:22])[CH3:23])[CH2:14][CH2:15]2)[CH2:12]1. Reaction SMILES: [C:1]([CH3:2])([CH3:3])([CH3:4])[O:5][C:6](=[O:7])[N:8]1[CH2:9][C:10]([C:13]([CH2:14][O:15][S:16]([CH3:17])(=[O:18])=[O:19])([F:20])[F:21])([NH:22][C:23](=[O:24])[O:25][CH2:26][c:27]2[cH:28][cH:29][cH:30][cH:31][cH:32]2)[CH2:11][CH2:12]1.[CH3:36][N:37]([CH3:38])[CH:39]=[O:40].[H-:33].[Na+:34].[OH2:35]>>[C:1]([CH3:2])([CH3:3])([CH3:4])[O:5][C:6](=[O:7])[N:8]1[CH2:9][C:10]2([CH2:11][CH2:12]1)[C:13]([F:20])([F:21])[CH2:14][N:22]2[C:23](=[O:24])[O:25][CH2:26][c:27]1[cH:28][cH:29][cH:30][cH:31][cH:32]1. The reactants are CC(C)(C)OC(=O)N1CCC(NC(=O)OCc2ccccc2)(C(F)(F)COS(C)(=O)=O)C1, CN(C)C=O, [H-], [Na+], O. Product: CC(C)(C)OC(=O)N1CCC2(C1)N(C(=O)OCc1ccccc1)CC2(F)F. Starting materials: O=C([O-])[O-], CCI, [K+], [K+], CN(C)C=O, COC(=O)c1c[nH]cn1. Yields the product CCn1cncc1C(=O)OC. Reaction SMILES: [C:1](=[O:2])([O-:3])[O-:4].[CH2:7]([CH3:8])[I:9].[K+:5].[K+:6].[O:19]=[CH:20][N:21]([CH3:22])[CH3:23].[nH:10]1[cH:11][n:12][c:13]([C:15](=[O:16])[O:17][CH3:18])[cH:14]1>>[CH2:7]([CH3:8])[n:12]1[cH:11][n:10][cH:14][c:13]1[C:15](=[O:16])[O:17][CH3:18]. The reactants are S1C(=CC=C1)C(C(=O)OC(C)(C)C)NCC(=O)OC (tert.-Butyl 2-thienyl-N-methoxycarbonylmethylaminoacetate), N (ammonia), C (charcoal). Reported procedure: A mixture of 7.4 g of the compound from Example 3 and 50 ml of concentrated methanolic ammonia is left to stand at room temperature for 15 h. The solvent is stripped off, the residue is treated with active charcoal in hot ethyl acetate, and the mixture is filtered. The residue remaining after evaporation of the solvent is stirred with diethyl ether, filtered off with suction and dried. The solvent is C(C)(=O)OCC (ethyl acetate). Run at time 15 hour. The product is S1C(=CC=C1)C(C(=O)OC(C)(C)C)NCC(=O)N (tert.-Butyl 2-thienyl-N-aminocarbonylmethylaminoacetate). As a reaction SMILES: [S:1]1[CH:5]=[CH:4][CH:3]=[C:2]1[CH:6]([NH:14][CH2:15][C:16]([O:18]C)=O)[C:7]([O:9][C:10]([CH3:13])([CH3:12])[CH3:11])=[O:8].[NH3:20].C>C(OCC)(=O)C>[S:1]1[CH:5]=[CH:4][CH:3]=[C:2]1[CH:6]([NH:14][CH2:15][C:16]([NH2:20])=[O:18])[C:7]([O:9][C:10]([CH3:13])([CH3:12])[CH3:11])=[O:8]. Starting materials: [OH-].[Na+] (NaOH), (9-BBN)2, IC1=CC=C2C=C(C(OC2=C1)C(F)(F)F)C(=O)O (7-iodo-2-(trifluoromethyl)-2H-chromene-3-carboxylic acid), C(C#C)Br (propargyl bromide). The solvent is O (H2O), O (H2O), C1CCOC1 (THF), C1CCOC1 (THF), C=1C=CC(=CC1)[P](C=2C=CC=CC2)(C=3C=CC=CC3)[Pd]([P](C=4C=CC=CC4)(C=5C=CC=CC5)C=6C=CC=CC6)([P](C=7C=CC=CC7)(C=8C=CC=CC8)C=9C=CC=CC9)[P](C=1C=CC=CC1)(C=1C=CC=CC1)C=1C=CC=CC1 (Pd(PPh3)4). Run at time 1 hour. The product is C1(CC1)C1=CC=C2C=C(C(OC2=C1)C(F)(F)F)C(=O)O (7-cyclopropyl-2-(trifluoromethyl)-2H-chromene-3-carboxylic acid). The yield is 40.0%. As a reaction SMILES: [CH2:1](Br)[C:2]#[CH:3].[OH-].[Na+].I[C:8]1[CH:17]=[C:16]2[C:11]([CH:12]=[C:13]([C:22]([OH:24])=[O:23])[CH:14]([C:18]([F:21])([F:20])[F:19])[O:15]2)=[CH:10][CH:9]=1>C1COCC1.O.C1C=CC([P]([Pd]([P](C2C=CC=CC=2)(C2C=CC=CC=2)C2C=CC=CC=2)([P](C2C=CC=CC=2)(C2C=CC=CC=2)C2C=CC=CC=2)[P](C2C=CC=CC=2)(C2C=CC=CC=2)C2C=CC=CC=2)(C2C=CC=CC=2)C2C=CC=CC=2)=CC=1>[CH:2]1([C:8]2[CH:17]=[C:16]3[C:11]([CH:12]=[C:13]([C:22]([OH:24])=[O:23])[CH:14]([C:18]([F:21])([F:20])[F:19])[O:15]3)=[CH:10][CH:9]=2)[CH2:3][CH2:1]1 |f:1.2,^1:34,36,55,74|. Procedure: To a suspension of (9-BBN)2 (1.96 g, 8.7 mmol) in 10 mL THF was added propargyl bromide (0.53 g, 4.4 mmol). After heating for 2 h and cooling to room temperature, NaOH (0.52 g, 13 mmol) in 4.3 mL of H2O was added and the reaction was stirred for 1 h. In a separate flask under argon was added the title product of Example 146 Step 1 in 5 mL of THF and Pd(PPh3)4. The reaction from the original flask was transferred to the second flask via cannula. After refluxing for 18 h and cooling to room temper... Starting materials: NC=1NC(C(=C(N1)C=1OC=CC1)C#N)=O (2-amino-4-furan-2-yl-6-oxo-1,6-dihydro-pyrimidine-5-carbonitrile), P(=O)(Cl)(Cl)Cl (phosphorus oxychloride), ice water. Solvent: ClCCl (dichloromethane). Yields the product NC1=NC(=C(C(=N1)Cl)C#N)C=1OC=CC1 (2-amino-4-chloro-6-furan-2-yl-pyrimidine-5-carbonitrile). Yield: 4.5%. RXN SMILES: [NH2:1][C:2]1[NH:3][C:4](=O)[C:5]([C:13]#[N:14])=[C:6]([C:8]2[O:9][CH:10]=[CH:11][CH:12]=2)[N:7]=1.P(Cl)(Cl)([Cl:18])=O>ClCCl>[NH2:1][C:2]1[N:3]=[C:4]([Cl:18])[C:5]([C:13]#[N:14])=[C:6]([C:8]2[O:9][CH:10]=[CH:11][CH:12]=2)[N:7]=1. Procedure details: Following the method of Hull (J. Chem. Soc. 1957, 4845), a stirred suspension of 3.26 g (16.1 mmol) 2-amino-4-furan-2-yl-6-oxo-1,6-dihydro-pyrimidine-5-carbonitrile in 3.7 ml (40.3 mmol) phosphorus oxychloride was heated at reflux for 90 minutes. The reaction mixture was then cooled to room temperature, diluted with dichloromethane, and poured cautiously onto 100 ml rapidly stirred ice-water such that the temperature remained around 10° C. The phases were separated and the aqueous phase further ... The reactants are [Al+3], CCOC(C)=O, [H-], [H-], [H-], [H-], [Li+], CCOC(=O)c1csc(NC(=N)N)n1, C1CCOC1, O. Product: N=C(N)Nc1nc(CO)cs1. As a reaction SMILES: [Al+3:2].[CH3:21][CH2:22][O:23][C:24](=[O:25])[CH3:26].[H-:1].[H-:4].[H-:5].[H-:6].[Li+:3].[NH:7]([C:8](=[NH:9])[NH2:10])[c:11]1[s:12][cH:13][c:14]([C:16](=[O:17])[O:18][CH2:19][CH3:20])[n:15]1.[O:28]1[CH2:29][CH2:30][CH2:31][CH2:32]1.[OH2:27]>>[NH:7]([C:8](=[NH:9])[NH2:10])[c:11]1[s:12][cH:13][c:14]([CH2:16][OH:17])[n:15]1.